From a dataset of the Open Reaction Database (ORD), a public repository of structured organic reaction records. describe an organic reaction: reactants, conditions, products, and yield Reactants: CCOC(=O)CBr, [H-], CC(N=[N+]=[N-])OCCO, [Na+], C1CCOC1. The product is CCOC(=O)COCCOC(C)N=[N+]=[N-]. Reaction SMILES: [CH2:12]([CH3:13])[O:14][C:15]([CH2:16][Br:17])=[O:18].[H-:11].[N:1](=[N+:2]=[N-:3])[CH:4]([CH3:5])[O:6][CH2:7][CH2:8][OH:9].[Na+:10].[O:19]1[CH2:20][CH2:21][CH2:22][CH2:23]1>>[N:1](=[N+:2]=[N-:3])[CH:4]([CH3:5])[O:6][CH2:7][CH2:8][O:9][CH2:16][C:15]([O:14][CH2:12][CH3:13])=[O:18]. Reactants: C(C)OC(CCCN1C=CC2=C1N=C(N=C2NC[C@H](NS(=O)(=O)C2=CC=CC1=CC=CC=C21)C(=O)OC(C)(C)C)C)=O (4-{4-[(2S)-2-tert-butoxycarbonyl-2-(naphthalene-1-sulfonylamino)-ethylamino]-2-methyl-pyrrolo[2,3-d]pyrimidin-7-yl}-butyric acid ethyl ester), N1C(=NCCC1)N (1,4,5,6-tetrahydro-pyrimidin-2-ylamine). Run in CN(C)C=O (DMF). Reaction conditions: time 4.5 hour. Product: C(C)(C)(C)OC([C@H](CNC=1C2=C(N=C(N1)C)N(C=C2)CCCC(NC=2NCCCN2)=O)NS(=O)(=O)C2=CC=CC1=CC=CC=C21)=O ((2S)-3-(2-Methyl-7-[3-(1,4,5,6-tetrahydro-pyrimidin-2-ylcarbamoyl)-propyl]-7H-pyrrolo[2,3-d]pyrimidin-4-ylamino)-2-(naphthalene-1-sulfonylamino)-propionic acid tert-butyl ester). Reaction SMILES: C(O[C:4](=[O:42])[CH2:5][CH2:6][CH2:7][N:8]1[C:12]2[N:13]=[C:14]([CH3:41])[N:15]=[C:16]([NH:17][CH2:18][C@@H:19]([C:34]([O:36][C:37]([CH3:40])([CH3:39])[CH3:38])=[O:35])[NH:20][S:21]([C:24]3[C:33]4[C:28](=[CH:29][CH:30]=[CH:31][CH:32]=4)[CH:27]=[CH:26][CH:25]=3)(=[O:23])=[O:22])[C:11]=2[CH:10]=[CH:9]1)C.[NH:43]1[CH2:48][CH2:47][CH2:46][N:45]=[C:44]1[NH2:49]>CN(C=O)C>[C:37]([O:36][C:34](=[O:35])[C@@H:19]([NH:20][S:21]([C:24]1[C:33]2[C:28](=[CH:29][CH:30]=[CH:31][CH:32]=2)[CH:27]=[CH:26][CH:25]=1)(=[O:22])=[O:23])[CH2:18][NH:17][C:16]1[C:11]2[CH:10]=[CH:9][N:8]([CH2:7][CH2:6][CH2:5][C:4](=[O:42])[NH:49][C:44]3[NH:45][CH2:46][CH2:47][CH2:48][N:43]=3)[C:12]=2[N:13]=[C:14]([CH3:41])[N:15]=1)([CH3:38])([CH3:39])[CH3:40]. Procedure details: To a solution of 128 mg (0.215 mmol) of 4-{4-[(2S)-2-tert-butoxycarbonyl-2-(naphthalene-1-sulfonylamino)-ethylamino]-2-methyl-pyrrolo[2,3-d]pyrimidin-7-yl}-butyric acid ethyl ester (example 3b) in 1 ml of DMF was added 105 mg (1.05 mmol) of 1,4,5,6-tetrahydro-pyrimidin-2-ylamine and the reaction mixture was stirred at room temperature for 4.5 hours. The solvent was removed in vacuo and the residue was taken up in DCM and washed with a saturated NaCl solution. The organic phase was dried over MgS... Starting materials: CC1=CC=C(C=C1)N1C(=CC=C1)C#N (1-(4-methylphenyl)pyrrole-2-carbonitrile), BrN1C(CCC1=O)=O (N-bromosuccinimide). Solvent: O1CCCC1 (tetrahydrofuran). Conditions: time 3 hour. The product is BrC=1C=C(N(C1)C1=CC=C(C=C1)C)C#N (4-bromo-1-(4-methylphenyl)pyrrole-2-carbonitrile). The yield is 97.5%. As a reaction SMILES: [CH3:1][C:2]1[CH:7]=[CH:6][C:5]([N:8]2[CH:12]=[CH:11][CH:10]=[C:9]2[C:13]#[N:14])=[CH:4][CH:3]=1.[Br:15]N1C(=O)CCC1=O>O1CCCC1>[Br:15][C:11]1[CH:10]=[C:9]([C:13]#[N:14])[N:8]([C:5]2[CH:6]=[CH:7][C:2]([CH3:1])=[CH:3][CH:4]=2)[CH:12]=1. Procedure details: To a solution of 1-(4-methylphenyl)pyrrole-2-carbonitrile (1.274 g) in tetrahydrofuran (25 ml) was added N-bromosuccinimide (1.776 g) in several portions at ambient temperature. After being stirred for 3 hours at the same temperature, the mixture was concentrated in vacuo. The residue was treated with diethyl ether. The precipitates were removed by filtration and washed with a small amounts of diethyl ether. The filtrates were concentrated in vacuo to give an oily residue, which was purified by ... RXN SMILES: [CH2:16]([c:17]1[cH:18][cH:19][cH:20][o:21]1)[NH2:22].[Cl:1][c:2]1[c:3]([C:4](=[O:5])[OH:6])[cH:7][c:8]([S:12](=[O:13])(=[O:14])[CH3:15])[c:9]([Cl:11])[cH:10]1.[ClH:23]>>[c:2]1([NH:22][CH2:16][c:17]2[cH:18][cH:19][cH:20][o:21]2)[c:3]([C:4](=[O:5])[OH:6])[cH:7][c:8]([S:12](=[O:13])(=[O:14])[CH3:15])[c:9]([Cl:11])[cH:10]1. Product: CS(=O)(=O)c1cc(C(=O)O)c(NCc2ccco2)cc1Cl. Reactants: NCc1ccco1, CS(=O)(=O)c1cc(C(=O)O)c(Cl)cc1Cl, Cl.